From a dataset of the Open Reaction Database (ORD), a public repository of structured organic reaction records. describe an organic reaction: reactants, conditions, products, and yield Reactants: ClC1=NC=2N(C(N(C(C2N1CC=C)=O)CCCC1=NC(=NO1)CC1=CC=C(C=C1)Cl)=O)CCCCC (8-chloro-1-(3-{3-[(4-chlorophenyl)methyl]-1,2,4-oxadiazol-5-yl}propyl)-3-pentyl-7-(2-propen-1-yl)-3,7-dihydro-1H-purine-2,6-dione), N1CCOCC1 (morpholine). Reagents/catalysts: C=1C=CC(=CC1)[P](C=2C=CC=CC2)(C=3C=CC=CC3)[Pd]([P](C=4C=CC=CC4)(C=5C=CC=CC5)C=6C=CC=CC6)([P](C=7C=CC=CC7)(C=8C=CC=CC8)C=9C=CC=CC9)[P](C=1C=CC=CC1)(C=1C=CC=CC1)C=1C=CC=CC1 (Pd(PPh3)4). Solvent: CN(C)C=O (DMF). Conditions: time 72 hour. Yields the product ClC1=NC=2N(C(N(C(C2N1)=O)CCCC1=NC(=NO1)CC1=CC=C(C=C1)Cl)=O)CCCCC (8-Chloro-1-(3-{3-[(4-chlorophenyl)methyl]-1,2,4-oxadiazol-5-yl}propyl)-3-pentyl-3,7-dihydro-1H-purine-2,6-dione). Reaction SMILES: [Cl:1][C:2]1[N:10](CC=C)[C:9]2[C:8](=[O:14])[N:7]([CH2:15][CH2:16][CH2:17][C:18]3[O:22][N:21]=[C:20]([CH2:23][C:24]4[CH:29]=[CH:28][C:27]([Cl:30])=[CH:26][CH:25]=4)[N:19]=3)[C:6](=[O:31])[N:5]([CH2:32][CH2:33][CH2:34][CH2:35][CH3:36])[C:4]=2[N:3]=1.N1CCOCC1>CN(C=O)C.C1C=CC([P]([Pd]([P](C2C=CC=CC=2)(C2C=CC=CC=2)C2C=CC=CC=2)([P](C2C=CC=CC=2)(C2C=CC=CC=2)C2C=CC=CC=2)[P](C2C=CC=CC=2)(C2C=CC=CC=2)C2C=CC=CC=2)(C2C=CC=CC=2)C2C=CC=CC=2)=CC=1>[Cl:1][C:2]1[NH:10][C:9]2[C:8](=[O:14])[N:7]([CH2:15][CH2:16][CH2:17][C:18]3[O:22][N:21]=[C:20]([CH2:23][C:24]4[CH:29]=[CH:28][C:27]([Cl:30])=[CH:26][CH:25]=4)[N:19]=3)[C:6](=[O:31])[N:5]([CH2:32][CH2:33][CH2:34][CH2:35][CH3:36])[C:4]=2[N:3]=1 |^1:51,53,72,91|. Reported procedure: A solution of 8-chloro-1-(3-{3-[(4-chlorophenyl)methyl]-1,2,4-oxadiazol-5-yl}propyl)-3-pentyl-7-(2-propen-1-yl)-3,7-dihydro-1H-purine-2,6-dione (0.18 g, 0.34 mmol) in DMF (5 ml) was degassed by sequential evacuation of the flask and admission of nitrogen (×3) and morpholine (0.5 ml, 5.8 mmol), and Pd(PPh3)4 (80 mg, 0.068 mmol) added. The solution was stirred for 72 h then concentrated and the residues loaded onto an aminopropyl SPE (10 g) with MeOH. Elution with MeOH followed by 5% AcOH/MeOH pro... Starting materials: NC(=O)CBr, O=C([O-])[O-], [K+], [K+], CN(C)C=O, O, O=C1c2ccccc2C(=O)N1O. Yields the product NC(=O)CON1C(=O)c2ccccc2C1=O. RXN SMILES: [Br:19][CH2:20][C:21](=[O:22])[NH2:23].[C:1](=[O:2])([O-:3])[O-:4].[K+:5].[K+:6].[O:25]=[CH:26][N:27]([CH3:28])[CH3:29].[OH2:24].[OH:7][N:8]1[C:9](=[O:18])[c:10]2[c:11]([cH:14][cH:15][cH:16][cH:17]2)[C:12]1=[O:13]>>[O:7]([N:8]1[C:9](=[O:18])[c:10]2[c:11]([cH:14][cH:15][cH:16][cH:17]2)[C:12]1=[O:13])[CH2:20][C:21](=[O:22])[NH2:23].